This data is from the Open Reaction Database (ORD), a public repository of structured organic reaction records. The task is: describe an organic reaction: reactants, conditions, products, and yield Solvent: C1(=CC=CC=C1)C (toluene). Procedure: A suspension of 5 g of 5-(2-chlorophenyl)-7-[2-(4-n-butylphenyl)ethyl]-1,3-dihydro-2H-thieno[2,3-e]-1,4-diazepin-2-one, melting at 152°-154° C. and 2.8 g of Lawesson reagent in 100 ml of toluene is stirred at 40°-45° C. for an hour. The resultant solution is concentrated under reduced pressure, and the residue is subjected to chromatography on silica gel and then eluted with chloroform-methanol (100:1 to 100:2). The objective fraction is concentrated under reduced pressure to give 3.8 g of 5-(2-... Reaction SMILES: [Cl:1][C:2]1[CH:7]=[CH:6][CH:5]=[CH:4][C:3]=1[C:8]1[C:9]2[CH:18]=[C:17]([CH2:19][CH2:20][C:21]3[CH:26]=[CH:25][C:24]([CH2:27][CH2:28][CH2:29][CH3:30])=[CH:23][CH:22]=3)[S:16][C:10]=2[NH:11][C:12](=O)[CH2:13][N:14]=1.COC1C=CC(P2(SP(C3C=CC(OC)=CC=3)(=S)S2)=[S:40])=CC=1>C1(C)C=CC=CC=1>[Cl:1][C:2]1[CH:7]=[CH:6][CH:5]=[CH:4][C:3]=1[C:8]1[C:9]2[CH:18]=[C:17]([CH2:19][CH2:20][C:21]3[CH:26]=[CH:25][C:24]([CH2:27][CH2:28][CH2:29][CH3:30])=[CH:23][CH:22]=3)[S:16][C:10]=2[NH:11][C:12](=[S:40])[CH2:13][N:14]=1. Isolated yield 121.2%. The reactants are ClC1=C(C=CC=C1)C=1C2=C(NC(CN1)=O)SC(=C2)CCC2=CC=C(C=C2)CCCC (5-(2-chlorophenyl)-7-[2-(4-n-butylphenyl)ethyl]-1,3-dihydro-2H-thieno[2,3-e]-1,4-diazepin-2-one), COC=1C=CC(=CC1)P2(=S)SP(=S)(S2)C=3C=CC(=CC3)OC (Lawesson reagent). Yields the product ClC1=C(C=CC=C1)C=1C2=C(NC(CN1)=S)SC(=C2)CCC2=CC=C(C=C2)CCCC (5-(2-chlorophenyl)-7-[2-(4-n-butylphenyl)ethyl]-1,3-dihydro-2H-thieno[2,3-e]-1,4-diazepine-2-thione). Reported procedure: 15 g (78 mmol) 4-acetamido-2-methyl-benzoic acid are suspended in 150 ml of methanol and combined with 11.2 ml (210 mmol) conc. sulphuric acid. The mixture is refluxed for three hours. Then excess methanol is eliminated in vacuo. The residue is poured onto ice water, made alkaline with 5 N sodium hydroxide solution and extracted twice with ethyl acetate. The combined organic phases are dried over sodium sulphate and evaporated to dryness. Reaction SMILES: C([NH:4][C:5]1[CH:13]=[CH:12][C:8]([C:9]([OH:11])=[O:10])=[C:7]([CH3:14])[CH:6]=1)(=O)C.S(=O)(=O)(O)O.[OH-].[Na+].[CH3:22]O>>[NH2:4][C:5]1[CH:13]=[CH:12][C:8]([C:9]([O:11][CH3:22])=[O:10])=[C:7]([CH3:14])[CH:6]=1 |f:2.3|. Starting materials: C(C)(=O)NC1=CC(=C(C(=O)O)C=C1)C (4-acetamido-2-methyl-benzoic acid), CO (methanol), CO (methanol), S(O)(O)(=O)=O (sulphuric acid), [OH-].[Na+] (sodium hydroxide). Product: NC1=CC(=C(C(=O)OC)C=C1)C (methyl 4-amino-2-methyl-benzoate). The reactants are ClC1=NC(=CC(=N1)N1CCOCC1)C1=CC=CC=C1 (4-(2-chloro-6-phenyl-pyrimidin-4-yl)-morpholine), FC(OC1=CC=C(C=C1)N)(F)F (4-trifluoromethoxy phenylamine). Product: N1(CCOCC1)C1=NC(=NC(=C1)C1=CC=CC=C1)NC1=CC=C(C=C1)OC(F)(F)F ((4-morpholin-4-yl-6-phenyl-pyrimidin-2-yl)-(4-trifluoromethoxy-phenyl)-amine). As a reaction SMILES: Cl[C:2]1[N:7]=[C:6]([N:8]2[CH2:13][CH2:12][O:11][CH2:10][CH2:9]2)[CH:5]=[C:4]([C:14]2[CH:19]=[CH:18][CH:17]=[CH:16][CH:15]=2)[N:3]=1.[F:20][C:21]([F:31])([F:30])[O:22][C:23]1[CH:28]=[CH:27][C:26]([NH2:29])=[CH:25][CH:24]=1>>[N:8]1([C:6]2[CH:5]=[C:4]([C:14]3[CH:19]=[CH:18][CH:17]=[CH:16][CH:15]=3)[N:3]=[C:2]([NH:29][C:26]3[CH:27]=[CH:28][C:23]([O:22][C:21]([F:20])([F:30])[F:31])=[CH:24][CH:25]=3)[N:7]=2)[CH2:13][CH2:12][O:11][CH2:10][CH2:9]1. Reported procedure: A sample of (4-morpholin-4-yl-6-phenyl-pyrimidin-2-yl)-(4-trifluoromethoxy-phenyl)-amine was prepared from 4-(2-chloro-6-phenyl-pyrimidin-4-yl)-morpholine (0.3 g, 1.04 mmol) and 4-trifluoromethoxy phenylamine (0.14 mL, 1.04 mmol) according to a procedure analogous to that described above in Example 48. The product is Nc1ccc2c(=O)c3cc(N)ccc3[nH]c2c1. RXN SMILES: [C:22](=[O:23])([OH:24])[O-:25].[CH3:27][CH2:28][OH:29].[NH2:1][c:2]1[cH:3][cH:4][c:5]2[c:6](=[O:19])[c:7]3[cH:8][c:9]([N+:16]([O-:17])=[O:18])[cH:10][cH:11][c:12]3[nH:13][c:14]2[cH:15]1.[NH4+:26].[Na+:21].[OH-:20].[OH2:30]>>[NH2:1][c:2]1[cH:3][cH:4][c:5]2[c:6](=[O:19])[c:7]3[cH:8][c:9]([NH2:16])[cH:10][cH:11][c:12]3[nH:13][c:14]2[cH:15]1. Starting materials: O=C([O-])O, CCO, Nc1ccc2c(=O)c3cc([N+](=O)[O-])ccc3[nH]c2c1, [NH4+], [Na+], [OH-], O. Starting materials: Brc1cccc(Br)n1, [Li]CCCC, CN(C)C=O, CCCCCC, Cl. Yields the product O=Cc1cccc(Br)n1. Reaction SMILES: [Br:1][c:2]1[n:3][c:4]([Br:8])[cH:5][cH:6][cH:7]1.[CH2:9]([Li:10])[CH2:11][CH2:12][CH3:13].[CH3:14][N:15]([CH:16]=[O:17])[CH3:18].[CH3:20][CH2:21][CH2:22][CH2:23][CH2:24][CH3:25].[ClH:19]>>[c:2]1([CH:16]=[O:17])[n:3][c:4]([Br:8])[cH:5][cH:6][cH:7]1. The reactants are O=C(NC(CO)CO)OCc1ccccc1, ClCCl. Yields the product O=CC(CO)NC(=O)OCc1ccccc1. RXN SMILES: [C:1](=[O:2])([O:3][CH2:4][c:5]1[cH:6][cH:7][cH:8][cH:9][cH:10]1)[NH:11][CH:12]([CH2:13][OH:14])[CH2:15][OH:16].[Cl:17][CH2:18][Cl:19]>>[C:1](=[O:2])([O:3][CH2:4][c:5]1[cH:6][cH:7][cH:8][cH:9][cH:10]1)[NH:11][CH:12]([CH:13]=[O:14])[CH2:15][OH:16]. Starting materials: COC1CCN(c2ccc(N3CCN(C(=O)OC(C)(C)C)CC3)c(C3=CCC4(CCCCC4)CC3)c2)CC1, CO, CCOC(C)=O, C1CCOC1. Yields the product COC1CCN(c2ccc(N3CCN(C(=O)OC(C)(C)C)CC3)c(C3CCC4(CCCCC4)CC3)c2)CC1. RXN SMILES: [C:1]([CH3:2])([CH3:3])([CH3:4])[O:5][C:6](=[O:7])[N:8]1[CH2:9][CH2:10][N:11]([c:14]2[c:15]([C:28]3=[CH:29][CH2:30][C:31]4([CH2:32][CH2:33]3)[CH2:34][CH2:35][CH2:36][CH2:37][CH2:38]4)[cH:16][c:17]([N:20]3[CH2:21][CH2:22][CH:23]([O:26][CH3:27])[CH2:24][CH2:25]3)[cH:18][cH:19]2)[CH2:12][CH2:13]1.[CH3:39][OH:40].[CH3:41][CH2:42][O:43][C:44](=[O:45])[CH3:46].[O:47]1[CH2:48][CH2:49][CH2:50][CH2:51]1>>[C:1]([CH3:2])([CH3:3])([CH3:4])[O:5][C:6](=[O:7])[N:8]1[CH2:9][CH2:10][N:11]([c:14]2[c:15]([CH:28]3[CH2:29][CH2:30][C:31]4([CH2:32][CH2:33]3)[CH2:34][CH2:35][CH2:36][CH2:37][CH2:38]4)[cH:16][c:17]([N:20]3[CH2:21][CH2:22][CH:23]([O:26][CH3:27])[CH2:24][CH2:25]3)[cH:18][cH:19]2)[CH2:12][CH2:13]1.